Dataset: the Open Reaction Database (ORD), a public repository of structured organic reaction records. Task: describe an organic reaction: reactants, conditions, products, and yield Reactants: CS(=O)(=O)Cl (Methanesulfonyl chloride), C(CC(C(CCO)O)O)O (hexane-1,3,4,6-tetraol), N1=CC=CC=C1 (pyridine), Cl (hydrochloric acid). The product is CS(=O)(=O)OCCC(C(CCOS(=O)(=O)C)OS(=O)(=O)C)OS(=O)(=O)C (1,3,4,6-Tetramethanesulfonyloxyhexane). Reaction SMILES: [CH3:1][S:2](Cl)(=[O:4])=[O:3].[CH2:6]([OH:15])[CH2:7][CH:8]([OH:14])[CH:9]([OH:13])[CH2:10][CH2:11][OH:12].N1C=CC=CC=1.Cl>>[CH3:1][S:2]([O:15][CH2:6][CH2:7][CH:8]([O:14][S:2]([CH3:1])(=[O:4])=[O:3])[CH:9]([O:13][S:2]([CH3:1])(=[O:4])=[O:3])[CH2:10][CH2:11][O:12][S:2]([CH3:1])(=[O:4])=[O:3])(=[O:4])=[O:3]. Reported procedure: Methanesulfonyl chloride (30.4 mL) was added to a solution of hexane-1,3,4,6-tetraol (8.3 g) in pyridine (150 mol) at −45° C. After a reaction time at ice-bath temperature of three hours, the mixture was poured into hydrochloric acid (4 N). The resulting precipitate was filtered off with suction. The product with a molecular weight of 462.54 (C10H22O12S4) was obtained in this way; MS (ESI): 463 (M+H+). The reactants are CC(C)N1CCC(NC(=O)OC(C)(C)C)CC1, CO. Yields the product CC(C)N1CCC(N)CC1. As a reaction SMILES: [C:1]([O:2][C:3](=[O:4])[NH:7][CH:8]1[CH2:9][CH2:10][N:11]([CH:14]([CH3:15])[CH3:16])[CH2:12][CH2:13]1)([CH3:5])([CH3:6])[CH3:17].[CH3:18][OH:19]>>[NH2:7][CH:8]1[CH2:9][CH2:10][N:11]([CH:14]([CH3:15])[CH3:16])[CH2:12][CH2:13]1.